This data is from the Open Reaction Database (ORD), a public repository of structured organic reaction records. The task is: describe an organic reaction: reactants, conditions, products, and yield Starting materials: CC(=O)O, COc1cccc(OC)c1-n1c(C)nc2ccccc2c1=O, COc1cccc(C=O)c1O. The product is COc1cccc(C=Cc2nc3ccccc3c(=O)n2-c2c(OC)cccc2OC)c1O. RXN SMILES: [C:34]([OH:35])(=[O:36])[CH3:37].[CH3:1][O:2][c:3]1[c:4](-[n:11]2[c:12]([CH3:22])[n:13][c:14]3[cH:15][cH:16][cH:17][cH:18][c:19]3[c:20]2=[O:21])[c:5]([O:9][CH3:10])[cH:6][cH:7][cH:8]1.[OH:23][c:24]1[c:25]([CH:26]=[O:27])[cH:28][cH:29][cH:30][c:31]1[O:32][CH3:33]>>[CH3:1][O:2][c:3]1[c:4](-[n:11]2[c:12]([CH:22]=[CH:26][c:25]3[c:24]([OH:23])[c:31]([O:32][CH3:33])[cH:30][cH:29][cH:28]3)[n:13][c:14]3[cH:15][cH:16][cH:17][cH:18][c:19]3[c:20]2=[O:21])[c:5]([O:9][CH3:10])[cH:6][cH:7][cH:8]1. The reactants are O=C(O)c1cc(S(=O)(=O)Cl)ccc1Br, C1CCOC1, [H-], [Na+], c1ccc2[nH]ccc2c1. Product: O=C(O)c1cc(S(=O)(=O)n2ccc3ccccc32)ccc1Br. As a reaction SMILES: [Br:12][c:13]1[c:14]([C:15](=[O:16])[OH:17])[cH:18][c:19]([S:22](=[O:23])(=[O:24])[Cl:25])[cH:20][cH:21]1.[CH2:26]1[O:27][CH2:28][CH2:29][CH2:30]1.[H-:1].[Na+:2].[nH:3]1[cH:4][cH:5][c:6]2[cH:7][cH:8][cH:9][cH:10][c:11]12>>[n:3]1([S:22]([c:19]2[cH:18][c:14]([C:15](=[O:16])[OH:17])[c:13]([Br:12])[cH:21][cH:20]2)(=[O:23])=[O:24])[cH:4][cH:5][c:6]2[cH:7][cH:8][cH:9][cH:10][c:11]12. Starting materials: Cc1ccc(Br)c(C(=O)Nc2ccn(C)n2)n1, Nc1ccc(F)cc1. The product is Cc1ccc(Nc2ccc(F)cc2)c(C(=O)Nc2ccn(C)n2)n1. Reaction SMILES: [CH3:1][n:2]1[n:3][c:4]([NH:7][C:8](=[O:9])[c:10]2[n:11][c:12]([CH3:17])[cH:13][cH:14][c:15]2[Br:16])[cH:5][cH:6]1.[NH2:18][c:19]1[cH:20][cH:21][c:22]([F:23])[cH:24][cH:25]1>>[CH3:1][n:2]1[n:3][c:4]([NH:7][C:8](=[O:9])[c:10]2[n:11][c:12]([CH3:17])[cH:13][cH:14][c:15]2[NH:18][c:19]2[cH:20][cH:21][c:22]([F:23])[cH:24][cH:25]2)[cH:5][cH:6]1. Starting materials: C(C1=CC=CC=C1)OC=1C(=NC=CC1OC)C(=O)O (3-benzyloxy-4-methoxypicolinic acid), C1(CCCCC1)N (cyclohexylamine), C(C1=CC=CC=C1)OC=1C(=NC(=CC1)OC)C(=O)O (3-benzyloxy-6-methoxypicolinic acid), COC1=CC=C(OC2=CC=C(N)C=C2)C=C1 (4-(4′-methoxyphenoxy)aniline). Product: OC=1C(=NC(=CC1)OC)C(=O)NC1CCCCC1 (3-Hydroxy-6-methoxy-N-cyclohexylpicolinamide). As a reaction SMILES: C(OC1C(C(O)=O)=NC=CC=1OC)C1C=CC=CC=1.C([O:27][C:28]1[C:29]([C:36]([OH:38])=O)=[N:30][C:31]([O:34][CH3:35])=[CH:32][CH:33]=1)C1C=CC=CC=1.COC1C=CC(O[C:46]2[CH:52]=[CH:51][C:49]([NH2:50])=[CH:48][CH:47]=2)=CC=1.C1(N)CCCCC1>>[OH:27][C:28]1[C:29]([C:36]([NH:50][CH:49]2[CH2:51][CH2:52][CH2:46][CH2:47][CH2:48]2)=[O:38])=[N:30][C:31]([O:34][CH3:35])=[CH:32][CH:33]=1. Procedure details: The procedure of Example 29 was repeated, except that 3-benzyloxy-4-methoxypicolinic acid was changed to 3-benzyloxy-6-methoxypicolinic acid and 4-(4′-methoxyphenoxy)aniline was changed to cyclohexylamine. Thus, the title compound was prepared.